Task: describe an organic reaction: reactants, conditions, products, and yield. Dataset: the Open Reaction Database (ORD), a public repository of structured organic reaction records Reactants: [C@@H]12CN(CC[C@H]2CN1)C(=O)OC(C)(C)C ((1R,6S)-tert-Butyl 3,8-diazabicyclo[4.2.0]octane-3-carboxylate), ClC1=NC(=CC=C1)C (2-chloro-6-methylpyridine), CCN(C(C)C)C(C)C (DIPEA). Solvent: CC#N (CH3CN). Product: CC1=CC=CC(=N1)N1C[C@@H]2CCN(C[C@H]12)C(=O)OC(C)(C)C ((1R,6S)-tert-butyl 8-(6-methylpyridin-2-yl)-3,8-diazabicyclo[4.2.0]octane-3-carboxylate). Yield: 14.9%. Reaction SMILES: [C@@H:1]12[NH:8][CH2:7][C@@H:6]1[CH2:5][CH2:4][N:3]([C:9]([O:11][C:12]([CH3:15])([CH3:14])[CH3:13])=[O:10])[CH2:2]2.Cl[C:17]1[CH:22]=[CH:21][CH:20]=[C:19]([CH3:23])[N:18]=1.CCN(C(C)C)C(C)C>CC#N>[CH3:23][C:19]1[N:18]=[C:17]([N:8]2[C@@H:1]3[C@@H:6]([CH2:5][CH2:4][N:3]([C:9]([O:11][C:12]([CH3:15])([CH3:14])[CH3:13])=[O:10])[CH2:2]3)[CH2:7]2)[CH:22]=[CH:21][CH:20]=1. Procedure: To a microwave safe vial was added Intermediate 39 (375 mg, 1.77 mmol), 2-chloro-6-methylpyridine (0.39 mL, 3.53 mmol), CH3CN (10 mL) and DIPEA (0.61 mL, 3.53 mmol). The resulting mixture was heated to 180 C in a microwave reactor. After 3 h the crude mixture was concentrated and purified directly by FCC (SiO2, ethyl acetate/hexanes, 0-40%) to yield (1R,6S)-tert-butyl 8-(6-methylpyridin-2-yl)-3,8-diazabicyclo[4.2.0]octane-3-carboxylate (80 mg, 15%). MS (ESI) mass calcd. for C17H25N3O2, 303.2; m/...